Dataset: the Open Reaction Database (ORD), a public repository of structured organic reaction records. Task: describe an organic reaction: reactants, conditions, products, and yield Starting materials: COC=1C=C(C=CC1)CCN (3-methoxyphenylethylamine), COC=1C=C(C=CC1OC)CC(=O)Cl (3,4-dimethoxyphenyl acetyl chloride). The product is COC=1C=C(C=CC1)CCNC(CC1=CC(=C(C=C1)OC)OC)=O (N-[2-(3-Methoxy-phenyl)-ethyl]-3,4-dimethoxyphenyl-acetamide). RXN SMILES: [CH3:1][O:2][C:3]1[CH:4]=[C:5]([CH2:9][CH2:10][NH2:11])[CH:6]=[CH:7][CH:8]=1.[CH3:12][O:13][C:14]1[CH:15]=[C:16]([CH2:22][C:23](Cl)=[O:24])[CH:17]=[CH:18][C:19]=1[O:20][CH3:21]>>[CH3:1][O:2][C:3]1[CH:4]=[C:5]([CH2:9][CH2:10][NH:11][C:23](=[O:24])[CH2:22][C:16]2[CH:17]=[CH:18][C:19]([O:20][CH3:21])=[C:14]([O:13][CH3:12])[CH:15]=2)[CH:6]=[CH:7][CH:8]=1. Procedure: prepared by reaction of 3-methoxyphenylethylamine with 3,4-dimethoxyphenyl acetyl chloride.